This data is from the Open Reaction Database (ORD), a public repository of structured organic reaction records. The task is: describe an organic reaction: reactants, conditions, products, and yield Reactants: C(C)C=1C(NC(NC1SC1=CC(=CC(=C1)C)C)=O)=O (5-Ethyl-6-(3,5-dimethylphenyl)thio-2,4-pyrimidinedione), ClCC1=CC=2C(C3=CC=CC=C3C(C2C=C1)=O)=O (2-chloromethyl anthraquinone). Product: C1=C(C=CC=2C(C3=CC=CC=C3C(C12)=O)=O)CN1C(NC(C(=C1SC1=CC(=CC(=C1)C)C)CC)=O)=O (1-(Anthraquinon-2-ylmethyl)-5-ethyl-6-(3,5-dimethyl-phenyl)thio-2,4-pyrimidinedione). Isolated yield 35.1%. Reaction SMILES: [CH2:1]([C:3]1[C:4](=[O:19])[NH:5][C:6](=[O:18])[NH:7][C:8]=1[S:9][C:10]1[CH:15]=[C:14]([CH3:16])[CH:13]=[C:12]([CH3:17])[CH:11]=1)[CH3:2].Cl[CH2:21][C:22]1[CH:35]=[CH:34][C:33]2[C:32](=[O:36])[C:31]3[C:26](=[CH:27][CH:28]=[CH:29][CH:30]=3)[C:25](=[O:37])[C:24]=2[CH:23]=1>>[CH:23]1[C:24]2[C:25](=[O:37])[C:26]3[C:31](=[CH:30][CH:29]=[CH:28][CH:27]=3)[C:32](=[O:36])[C:33]=2[CH:34]=[CH:35][C:22]=1[CH2:21][N:7]1[C:8]([S:9][C:10]2[CH:11]=[C:12]([CH3:17])[CH:13]=[C:14]([CH3:16])[CH:15]=2)=[C:3]([CH2:1][CH3:2])[C:4](=[O:19])[NH:5][C:6]1=[O:18]. Reported procedure: 5-Ethyl-6-(3,5-dimethylphenyl)thio-2,4-pyrimidinedione and 2-chloromethyl anthraquinone were reacted by the same way with the example 1 to obtain the titled compound (175 mg, yield: 35.1%). Starting materials: Cc1cc(C(=O)Cl)nn1C, CS(=O)(=O)c1ccc(Oc2ncnc3c2cnn3C2CCNCC2)cc1, CCN(C(C)C)C(C)C, ClCCl, O=C(O)C(F)(F)F. Yields the product Cc1cc(C(=O)N2CCC(n3ncc4c(Oc5ccc(S(C)(=O)=O)cc5)ncnc43)CC2)nn1C. RXN SMILES: [CH3:43][n:44]1[n:45][c:46]([C:50](=[O:51])[Cl:52])[cH:47][c:48]1[CH3:49].[CH3:8][S:9](=[O:10])(=[O:11])[c:12]1[cH:13][cH:14][c:15]([O:16][c:17]2[c:18]3[c:19]([n:20][cH:21][n:22]2)[n:23]([CH:26]2[CH2:27][CH2:28][NH:29][CH2:30][CH2:31]2)[n:24][cH:25]3)[cH:32][cH:33]1.[CH:34]([N:35]([CH:36]([CH3:37])[CH3:38])[CH2:39][CH3:40])([CH3:41])[CH3:42].[Cl:53][CH2:54][Cl:55].[F:1][C:2]([F:3])([F:4])[C:5]([OH:6])=[O:7]>>[CH3:8][S:9](=[O:10])(=[O:11])[c:12]1[cH:13][cH:14][c:15]([O:16][c:17]2[c:18]3[c:19]([n:20][cH:21][n:22]2)[n:23]([CH:26]2[CH2:27][CH2:28][N:29]([C:50]([c:46]4[n:45][n:44]([CH3:43])[c:48]([CH3:49])[cH:47]4)=[O:51])[CH2:30][CH2:31]2)[n:24][cH:25]3)[cH:32][cH:33]1. Starting materials: C1=CC(=CC=C1C2=COC=3C=C(C=CC3C2=O)O)O (daidzein), C1=CC(=CC=C1C2=COC=3C=C(C=C(C3C2=O)O)O)O (genistein). Reagents/catalysts: [Pd] (palladium on calcium carbonate). Product: C1C(C(=O)C2=C(O1)C=C(C=C2)O)C3=CC=C(C=C3)O (dihydrodaidzein), C1C(C(=O)C2=C(C=C(C=C2O1)O)O)C3=CC=C(C=C3)O (dihydrogenistein). Reaction SMILES: [CH:1]1[C:6]([C:7]2[C:16](=[O:17])[C:15]3[CH:14]=[CH:13][C:12]([OH:18])=[CH:11][C:10]=3[O:9][CH:8]=2)=[CH:5][CH:4]=[C:3]([OH:19])[CH:2]=1.[CH:20]1[C:25]([C:26]2[C:35](=[O:36])[C:34]3[C:33]([OH:37])=[CH:32][C:31]([OH:38])=[CH:30][C:29]=3[O:28][CH:27]=2)=[CH:24][CH:23]=[C:22]([OH:39])[CH:21]=1>[Pd]>[CH2:8]1[O:9][C:10]2[CH:11]=[C:12]([OH:18])[CH:13]=[CH:14][C:15]=2[C:16](=[O:17])[CH:7]1[C:6]1[CH:1]=[CH:2][C:3]([OH:19])=[CH:4][CH:5]=1.[CH2:27]1[O:28][C:29]2[C:34](=[C:33]([OH:37])[CH:32]=[C:31]([OH:38])[CH:30]=2)[C:35](=[O:36])[CH:26]1[C:25]1[CH:20]=[CH:21][C:22]([OH:39])=[CH:23][CH:24]=1. Reported procedure: Hydrogenation of daidzein and genistein using palladium on calcium carbonate as a catalyst gives dihydrodaidzein and dihydrogenistein in good yield.